This data is from the Open Reaction Database (ORD), a public repository of structured organic reaction records. The task is: describe an organic reaction: reactants, conditions, products, and yield Procedure details: Analogously to Example 1 heating a solution of 75 mmols of 2'-cyanobenzylideneacetoacetic acid ethyl ester and 75 mmols of β-aminocrotonic acid benzyl ester in 120 ml of ethanol gave 2,6-dimethyl-3-ethoxycarbonyl-4-(2'-cyanophenyl)-1,4-dihydropyridine-5-carboxylic acid benzyl ester of melting point 136° C (from ethanol). The solvent is C(C)O (ethanol), C(C)O (ethanol). Reaction SMILES: [CH2:1]([O:8][C:9]([C:11]1C(C2C=CC=CC=2C#N)C(C(OCC)=O)=C(C)[NH:15][C:16]=1[CH3:17])=[O:10])[C:2]1[CH:7]=[CH:6][CH:5]=[CH:4][CH:3]=1>C(O)C>[CH2:1]([O:8][C:9](=[O:10])/[CH:11]=[C:16](\[NH2:15])/[CH3:17])[C:2]1[CH:7]=[CH:6][CH:5]=[CH:4][CH:3]=1. Isolated yield 65.0%. Reactants: C(C1=CC=CC=C1)OC(=O)C=1C(C(=C(NC1C)C)C(=O)OCC)C1=C(C=CC=C1)C#N (2,6-dimethyl-3-ethoxycarbonyl-4-(2'-cyanophenyl)-1,4-dihydropyridine-5-carboxylic acid benzyl ester). The product is 2'-cyanobenzylideneacetoacetic acid ethyl ester, C(C1=CC=CC=C1)OC(\C=C(\C)/N)=O (β-aminocrotonic acid benzyl ester).